From a dataset of the Open Reaction Database (ORD), a public repository of structured organic reaction records. describe an organic reaction: reactants, conditions, products, and yield Reaction conditions: time 30 minute. The solvent is CO (methanol), CN(C=O)C (dimethylformamide), CN(C=O)C (dimethylformamide). Isolated yield 58.3%. Reactants: C(C)(C)(C)OC(N(C)C)N(C)C (t-butoxybis(dimethylamino)methane), C1=CN=C2N1C1=C(NC2=O)C=2C=CC=CC2C1 (5H,10H-imidazo[1,2-a]indeno[1,2-e]pyrazin-4-one), O (water). As a reaction SMILES: C(O[CH:6]([N:10]([CH3:12])C)[N:7]([CH3:9])[CH3:8])(C)(C)C.[CH:13]1[N:17]2[C:18]3[CH2:29][C:28]4[CH:27]=[CH:26][CH:25]=[CH:24][C:23]=4[C:19]=3[NH:20][C:21](=[O:22])[C:16]2=NC=1.O>CN(C)C=O.CO>[CH3:16][N:17](/[CH:18]=[C:29]1\[C:28]2[CH:27]=[CH:26][CH:25]=[CH:24][C:23]=2[C:19]2[NH:20][C:21](=[O:22])[C:6]3[N:7]([CH:8]=[CH:12][N:10]=3)[C:9]\1=2)[CH3:13]. Procedure: 6.3 g of t-butoxybis(dimethylamino)methane are added dropwise over 5 minutes at a temperature in the region of 25° C. to a suspension of 5.5 g of 5H,10H-imidazo[1,2-a]indeno[1,2-e]pyrazin-4-one in 100 ml of dimethylformamide. After stirring for 30 minutes at the same temperature, the mixture is poured into 500 ml of distilled water and extracted 5 times with 1.5 litres in total of chloroform. The organic extracts are combined, washed with 250 ml of distilled water, dried over anhydrous magnesium... Yields the product CN(C)\C=C\1/C=2C=CC=CC2C=2NC(C=3N(C21)C=CN3)=O (10-[(E)-dimethylaminomethylene]-5H,10H-imidazo[1,2-a]indeno[1,2-e]pyrazin-4-one).